From a dataset of the Open Reaction Database (ORD), a public repository of structured organic reaction records. describe an organic reaction: reactants, conditions, products, and yield The reactants are NC1=C(C(=O)N)C=CC(=C1)Br (2-amino-4-bromobenzamide), ClCC(OC)(OC)OC (2-chloro-1,1,1-trimethoxyethane). Yields the product BrC1=CC=C2C(NC(=NC2=C1)CCl)=O (7-Bromo-2-chloromethyl-3H-quinazolin-4-one). Reaction SMILES: [NH2:1][C:2]1[CH:10]=[C:9]([Br:11])[CH:8]=[CH:7][C:3]=1[C:4]([NH2:6])=[O:5].[Cl:12][CH2:13][C:14](OC)(OC)OC>>[Br:11][C:9]1[CH:10]=[C:2]2[C:3]([C:4](=[O:5])[NH:6][C:14]([CH2:13][Cl:12])=[N:1]2)=[CH:7][CH:8]=1. Procedure: Reflux a solution of 2-amino-4-bromobenzamide (27 g, 0.13 mol; see Joshi and Chaudhari, (1987) Indian J. Chem., Sect. B, 26B(6):602–4) in 2-chloro-1,1,1-trimethoxyethane (50 mL) for 30 minutes, during which time a large precipitate appears. Evaporate the mixture fully and triturate with ether to collect 28 g of 7-bromo-2-chloromethyl-3H-quinazolin-4-one as a white solid.